From a dataset of the Open Reaction Database (ORD), a public repository of structured organic reaction records. describe an organic reaction: reactants, conditions, products, and yield Starting materials: ClCCCl, CN(C)c1ccncc1, ClCCl, N, O=C(Nc1ncccc1C(=O)O)c1cc2ccccc2s1. Product: NC(=O)c1cccnc1NC(=O)c1cc2ccccc2s1. RXN SMILES: [CH2:22]([Cl:23])[CH2:24][Cl:25].[CH3:27][N:28]([c:29]1[cH:30][cH:31][n:32][cH:33][cH:34]1)[CH3:35].[Cl:36][CH2:37][Cl:38].[NH3:26].[s:1]1[c:2]([C:10](=[O:11])[NH:12][c:13]2[c:14]([C:15](=[O:16])[OH:17])[cH:18][cH:19][cH:20][n:21]2)[cH:3][c:4]2[c:5]1[cH:6][cH:7][cH:8][cH:9]2>>[s:1]1[c:2]([C:10](=[O:11])[NH:12][c:13]2[c:14]([C:15](=[O:16])[NH2:26])[cH:18][cH:19][cH:20][n:21]2)[cH:3][c:4]2[c:5]1[cH:6][cH:7][cH:8][cH:9]2. Starting materials: CC(=O)OCC1=C2C=CC=CC2=C(C3=CC=CC=C31)COC(=O)C (acetic), [OH-].[Na+] (Sodium hydroxide), C[C@]12CC[C@@H]3C=4C=CC(=CC4CC[C@H]3[C@@H]1CCC2=O)O (estrone), N1=CC=C(C=C1)C=O (pyridine-4-carbaldehyde). Run in C(C)O (ethanol). Reaction conditions: time 4 hour. Yields the product OC=1C=CC=2C3CCC4(C(C(CC4C3CCC2C1)=CC1=CC=NC=C1)=O)C (3-Hydroxy-13-methyl-16-pyridin-4-ylmethylene-6,7,8,9,11,12,13,14,15,16-decahydro-cyclopenta[a]phenanthren-17-one). RXN SMILES: [OH-].[Na+].[CH3:3][C@@:4]12[C:20](=[O:21])[CH2:19][CH2:18][C@H:17]1[C@H:16]1[C@@H:7]([C:8]3[CH:9]=[CH:10][C:11]([OH:22])=[CH:12][C:13]=3[CH2:14][CH2:15]1)[CH2:6][CH2:5]2.[N:23]1[CH:28]=[CH:27][C:26]([CH:29]=O)=[CH:25][CH:24]=1.CC(OCC1C2C(=CC=CC=2)C(COC(C)=O)=C2C=1C=CC=C2)=O>C(O)C>[OH:22][C:11]1[CH:10]=[CH:9][C:8]2[CH:7]3[CH:16]([CH2:15][CH2:14][C:13]=2[CH:12]=1)[CH:17]1[C:4]([CH3:3])([C:20](=[O:21])[C:19](=[CH:29][C:26]2[CH:27]=[CH:28][N:23]=[CH:24][CH:25]=2)[CH2:18]1)[CH2:5][CH2:6]3 |f:0.1|. Procedure: Sodium hydroxide (1.0 g, 25 mmol) was added to a suspension of estrone (1.35 g, 5.0 mmol) and pyridine-4-carbaldehyde (595 mg, 5.0 mmol) in ethanol (40 mL) at room temperature. The resulting dark orange solution was stirred at room temperature for 4 hours. Then glacial acetic (ca. 10 mL) acid was added with stirring. The colour changed to light yellow and a light yellow solid precipitated. The solid was filtered off and washed with water (50 mL), ethanol (20 mL), diethyl ether (50 mL) and hexane... Starting materials: [Li]CCCC, CC(C)CC[P+](c1ccccc1)(c1ccccc1)c1ccccc1, CCOC(C)=O, CCCCCC, [I-], O=C1CCC2(CC1)OCCO2, C1CCOC1, O. Product: CC(C)CC=C1CCC2(CC1)OCCO2. RXN SMILES: [CH2:26]([Li:27])[CH2:28][CH2:29][CH3:30].[CH2:2]([CH2:3][CH:4]([CH3:5])[CH3:6])[P+:7]([c:8]1[cH:9][cH:10][cH:11][cH:12][cH:13]1)([c:14]1[cH:15][cH:16][cH:17][cH:18][cH:19]1)[c:20]1[cH:21][cH:22][cH:23][cH:24][cH:25]1.[CH3:42][CH2:43][O:44][C:45](=[O:46])[CH3:47].[CH3:53][CH2:54][CH2:55][CH2:56][CH2:57][CH3:58].[I-:1].[O:31]1[CH2:32][CH2:33][O:34][C:35]12[CH2:36][CH2:37][C:38](=[O:41])[CH2:39][CH2:40]2.[O:48]1[CH2:49][CH2:50][CH2:51][CH2:52]1.[OH2:59]>>[CH:2]([CH2:3][CH:4]([CH3:5])[CH3:6])=[C:38]1[CH2:37][CH2:36][C:35]2([O:31][CH2:32][CH2:33][O:34]2)[CH2:40][CH2:39]1. Starting materials: COC1=C(C(=CC(=C1OC)OC)[N+](=O)[O-])Br (2,3,4-trimethoxy-6-nitrophenylbromide), Cl.CS1(NC(=NC2=C1C(=C(C(=C2)OC)OC)OC)N2CCN(CC2)C(=O)C=2OC=CC2)=O (1-methyl-3-[4-(2-furoyl)-piperazino]-6,7,8-trimethoxy-1H-1,2,4-benzothiadiazine-1-oxide hydrochloride), compound. Product: Cl.CS1(NC(=NC2=C1C=C1C(=C2)OCO1)N1CCN(CC1)C(=O)C=1OC=CC1)=O (1-methyl-3-[4-(2-furoyl)piperazino]-6,7-methylenedioxy-1H-1,2,4-benzothiadiazine-1-oxide hydrochloride). RXN SMILES: COC1C(OC)=C(OC)C=C([N+]([O-])=O)C=1Br.[ClH:17].[CH3:18][SH:19]1(=[O:48])[C:24]2[C:25](OC)=[C:26]([O:31][CH3:32])[C:27]([O:29]C)=[CH:28][C:23]=2[N:22]=[C:21]([N:35]2[CH2:40][CH2:39][N:38]([C:41]([C:43]3[O:44][CH:45]=[CH:46][CH:47]=3)=[O:42])[CH2:37][CH2:36]2)[NH:20]1>>[ClH:17].[CH3:18][SH:19]1(=[O:48])[C:24]2[CH:25]=[C:26]3[O:31][CH2:32][O:29][C:27]3=[CH:28][C:23]=2[N:22]=[C:21]([N:35]2[CH2:36][CH2:37][N:38]([C:41]([C:43]3[O:44][CH:45]=[CH:46][CH:47]=3)=[O:42])[CH2:39][CH2:40]2)[NH:20]1 |f:1.2,3.4|. Reported procedure: By employing 2,3,4-trimethoxy-6-nitrophenylbromide as a starting material, and following the procedures of the above examples, 1-methyl-3-[4-(2-furoyl)-piperazino]-6,7,8-trimethoxy-1H-1,2,4-benzothiadiazine-1-oxide hydrochloride was prepared. The compound melted at 130°-2° C. Reactants: ClC1=C(C(=C2N1CCNC2)C(=O)N)C2=CC(=CC=C2)F (6-chloro-7-(3-fluorophenyl)-1,2,3,4-tetrahydropyrrolo[1,2-a]pyrazine-8-carboxamide), C(C)(C)N(CC)C(C)C (diisopropylethylamine), N[C@@H]1CC[C@H](CC1)O (trans-4-amino-cyclohexanol), ClC(=O)OC1=CC=C(C=C1)[N+](=O)[O-] (4-nitrophenyl chloroformate), C(C)(C)N(CC)C(C)C (diisopropylethylamine). Solvent: ClCCl (dichloromethane). Conditions: time 1 hour. The product is ClC1=C(C(=C2N1CCN(C2)C(=O)N[C@@H]2CC[C@H](CC2)O)C(=O)N)C2=CC(=CC=C2)F (trans-6-chloro-7-(3-fluorophenyl)-N2-(4-hydroxycyclohexyl)-3,4-dihydropyrrolo[1,2-a]pyrazine-2,8(1H)-dicarboxamide). Isolated yield 24.9%. RXN SMILES: [NH2:1][C@H:2]1[CH2:7][CH2:6][C@H:5]([OH:8])[CH2:4][CH2:3]1.Cl[C:10](OC1C=CC([N+]([O-])=O)=CC=1)=[O:11].C(N(C(C)C)CC)(C)C.[Cl:31][C:32]1[N:36]2[CH2:37][CH2:38][NH:39][CH2:40][C:35]2=[C:34]([C:41]([NH2:43])=[O:42])[C:33]=1[C:44]1[CH:49]=[CH:48][CH:47]=[C:46]([F:50])[CH:45]=1>ClCCl>[Cl:31][C:32]1[N:36]2[CH2:37][CH2:38][N:39]([C:10]([NH:1][C@H:2]3[CH2:7][CH2:6][C@H:5]([OH:8])[CH2:4][CH2:3]3)=[O:11])[CH2:40][C:35]2=[C:34]([C:41]([NH2:43])=[O:42])[C:33]=1[C:44]1[CH:49]=[CH:48][CH:47]=[C:46]([F:50])[CH:45]=1. Reported procedure: To a solution of 0.480 g (4.17 mmol) of trans-4-amino-cyclohexanol (CAS27489-62-9) in 10 ml of dichloromethane is added 0.84 g (4.17 mmol) of 4-nitrophenyl chloroformate (CAS 7693-46-1), followed by addition of 1.36 g (2.52 mmol) of diisopropylethylamine. After 1 hour at room temperature, the solvent is stripped off by evaporation under reduced pressure and the residue is suspended in 21 ml of ethyl acetate. 1.00 g (3.42 mmol) of 6-chloro-7-(3-fluorophenyl)-1,2,3,4-tetrahydropyrrolo[1,2-a]pyrazi... Yields the product C#CCCOS(=O)(=O)c1ccc(C)cc1. Reactants: C#CCCO, ClCCl, Cc1ccc(S(=O)(=O)Cl)cc1, c1ccncc1. RXN SMILES: [CH2:1]([CH2:2][C:3]#[CH:4])[OH:5].[Cl:23][CH2:24][Cl:25].[c:12]1([CH3:22])[cH:13][cH:14][c:15]([S:18](=[O:19])(=[O:20])[Cl:21])[cH:16][cH:17]1.[cH:6]1[cH:7][cH:8][n:9][cH:10][cH:11]1>>[CH2:1]([CH2:2][C:3]#[CH:4])[O:5][S:18]([c:15]1[cH:14][cH:13][c:12]([CH3:22])[cH:17][cH:16]1)(=[O:19])=[O:20].